This data is from the Open Reaction Database (ORD), a public repository of structured organic reaction records. The task is: describe an organic reaction: reactants, conditions, products, and yield Starting materials: CC(C)([O-])C.[K+] (potassium tert-butoxide), CCOCC (ether), C(CCC)SC=C1C(C(CCC1)CC)=O (2-[(butylthio)methylene]6-ethylcylcohexanone), C(C=C)Br (Allyl bromide). Solvent: CCCCCC (hexane). Reaction conditions: time 5 minute. Product: C(C=C)C1(C(C(CCC1)=CSCCCC)=O)CC (2-allyl-6-[(butylthio)methylene]-2-ethylcyclohexanone). As a reaction SMILES: [CH3:1][C:2](C)([O-])C.[K+].[CH2:7]([S:11][CH:12]=[C:13]1[CH2:18][CH2:17][CH2:16][CH:15]([CH2:19][CH3:20])[C:14]1=[O:21])[CH2:8][CH2:9][CH3:10].[CH2:22](Br)C=C.CCOCC>CCCCCC>[CH2:19]([C:15]1([CH2:1][CH3:2])[CH2:16][CH2:17][CH2:18][C:13](=[CH:12][S:11][CH2:7][CH2:8][CH2:9][CH3:10])[C:14]1=[O:21])[CH:20]=[CH2:22] |f:0.1|. Procedure details: To a well stirred solution of potassium tert-butoxide (17.95 g, 0.16 mole) in dry redistilled tert-butanol (160 ml) under nitrogen, 2-[(butylthio)methylene]6-ethylcylcohexanone (9.05 g, 0.04 mole), described in Example 3, is added slowly. The mixture is stirred at room temperature for 5 minutes and then chilled in an ice bath. Allyl bromide (21.8 g, 0.18 mole) is added rapidly to the chilled mixture. The mixture is then stirred at room temperature for 48 hr. Most of the solvent is then removed u... Starting materials: [N+](=O)([O-])C1=C(C=O)C=CC=C1 (2-nitrobenzaldehyde), [H-].[Na+] (sodium hydride), oil, C(C)OP(=O)(OCC)CC(=O)OCC (ethyl diethylphosphonoacetate), Cl (hydrochloric acid). Solvent: O1CCCC1 (tetrahydrofuran), O1CCCC1 (tetrahydrofuran), O (Water). Conditions: time 30 minute. The product is [N+](=O)([O-])C1=C(C=CC=C1)C=CC(=O)OCC (Ethyl 3-(2-nitrophenyl)acrylate). Reaction SMILES: [H-].[Na+].C(OP([CH2:11][C:12]([O:14][CH2:15][CH3:16])=[O:13])(OCC)=O)C.[N+:17]([C:20]1[CH:27]=[CH:26][CH:25]=[CH:24][C:21]=1[CH:22]=O)([O-:19])=[O:18].Cl>O1CCCC1.O>[N+:17]([C:20]1[CH:27]=[CH:26][CH:25]=[CH:24][C:21]=1[CH:22]=[CH:11][C:12]([O:14][CH2:15][CH3:16])=[O:13])([O-:19])=[O:18] |f:0.1|. Reported procedure: To a suspension of 60% sodium hydride/mineral oil (1.11 g) in tetrahydrofuran (40 mL) was added ethyl diethylphosphonoacetate (6.29 mL) dropwise under ice cooling. After stirring the mixture under ice cooling for 30 minutes, a solution of 2-nitrobenzaldehyde (3.0 g) in tetrahydrofuran (30 mL) was added thereto under ice cooling. The solution was stirred at room temperature for 8 hours. Water and 3N hydrochloric acid were then added to the solution and it was extracted with diethyl ether. The org... The reactants are C[C@H]1CNS(C1)(=O)=O ((S)-4-methylisothiazolidine 1,1-dioxide), BrC1=C(C=C(C=C1)C(=O)N1CCN(CC1)C1=NC=C(C=C1C)C)F ((4-bromo-3-fluorophenyl)[4-(3,5-dimethylpyridin-2-yl)piperazin-1-yl]methanone). The product is CC=1C(=NC=C(C1)C)N1CCN(CC1)C(=O)C1=CC(=C(C=C1)N1S(C[C@H](C1)C)(=O)=O)F ((S)-[4-(3,5-dimethylpyridin-2-yl)piperazin-1-yl][3-fluoro-4-(4-methyl-1,1-dioxo-1λ6-isothiazolidin-2-yl)phenyl]methanone). Yield: 14.5%. Reaction SMILES: [CH3:1][C@@H:2]1[CH2:6][S:5](=[O:8])(=[O:7])[NH:4][CH2:3]1.Br[C:10]1[CH:15]=[CH:14][C:13]([C:16]([N:18]2[CH2:23][CH2:22][N:21]([C:24]3[C:29]([CH3:30])=[CH:28][C:27]([CH3:31])=[CH:26][N:25]=3)[CH2:20][CH2:19]2)=[O:17])=[CH:12][C:11]=1[F:32]>>[CH3:30][C:29]1[C:24]([N:21]2[CH2:22][CH2:23][N:18]([C:16]([C:13]3[CH:14]=[CH:15][C:10]([N:4]4[CH2:3][C@H:2]([CH3:1])[CH2:6][S:5]4(=[O:8])=[O:7])=[C:11]([F:32])[CH:12]=3)=[O:17])[CH2:19][CH2:20]2)=[N:25][CH:26]=[C:27]([CH3:31])[CH:28]=1. Reported procedure: Using (S)-4-methylisothiazolidine 1,1-dioxide (119 mg) described in Preparation Example 4 and (4-bromo-3-fluorophenyl)[4-(3,5-dimethylpyridin-2-yl)piperazin-1-yl]methanone (230 mg) described in Preparation Example 125 and by the reaction and treatment in the same manner as in Example 4, the title compound (38 mg) was obtained. Starting materials: CSC1=NC=C2C(=N1)N=C(NC2=O)C2=C(C=CC=C2)OCCC (7-Methylthio-4-oxo-2-(2-propoxyphenyl)-3,4-dihydropyrimido[4,5-d]pyrimidine), N (ammonia), solid. Conditions: time 8 hour. Product: NN1C(=NC2=NC=NC=C2C1=O)C1=C(C=CC=C1)OCCC (Amino 4-oxo-2-(2-propoxyphenyl)-3,4-dihydropyrimido[4.5-d]pyrimidine). Reaction SMILES: CS[C:3]1[N:8]=[C:7]2[N:9]=[C:10]([C:14]3[CH:19]=[CH:18][CH:17]=[CH:16][C:15]=3[O:20][CH2:21][CH2:22][CH3:23])[NH:11][C:12](=[O:13])[C:6]2=[CH:5][N:4]=1.[NH3:24]>>[NH2:24][N:11]1[C:12](=[O:13])[C:6]2[C:7](=[N:8][CH:3]=[N:4][CH:5]=2)[N:9]=[C:10]1[C:14]1[CH:19]=[CH:18][CH:17]=[CH:16][C:15]=1[O:20][CH2:21][CH2:22][CH3:23]. Procedure details: 7-Methylthio-4-oxo-2-(2-propoxyphenyl)-3,4-dihydropyrimido[4,5-d]pyrimidine (1.55 g) was heated in ethanolic ammonia (50 ml) in a pressure vessel for 8 hours at 90° C. and then for 8 hours at 145° C. After cooling a grey solid (0.64 g) was collected and was recrystallised from ethanol (with charcoal) to yield a crude product (0.47 g) which was recrystallised from ethanol to yield the title compound, 0.29 g, m.p. 261°-262° C. Starting materials: C(C)OC(CC1=CC=CC=C1)=O (ethyl-2-phenylacetate), CN1C(N(CCC1)C)=O (1,3-Dimethyl-3,4,5,6-tetrahydro-2(1H)-pyrimidinone), [Li+].CCC[CH2-] (N-butyllithium), BrCCCl (1-bromo-2-chloroethane), C(C)(C)NC(C)C (Diisopropylamine). The solvent is C1CCOC1 (THF), C1CCOC1 (THF), C(C)OCC (ethyl ether), C1CCOC1 (THF). Conditions: temperature -78 celsius, time 30 minute. Product: C(C)OC(C(CCCl)C1=CC=CC=C1)=O (ethyl-2-phenyl-4-chlorobutanoate). As a reaction SMILES: C(NC(C)C)(C)C.[Li+].CCC[CH2-].[CH2:13]([O:15][C:16](=[O:24])[CH2:17][C:18]1[CH:23]=[CH:22][CH:21]=[CH:20][CH:19]=1)[CH3:14].CN1CCCN(C)C1=O.Br[CH2:35][CH2:36][Cl:37]>C1COCC1.C(OCC)C>[CH2:13]([O:15][C:16](=[O:24])[CH:17]([C:18]1[CH:23]=[CH:22][CH:21]=[CH:20][CH:19]=1)[CH2:35][CH2:36][Cl:37])[CH3:14] |f:1.2|. Procedure: Diisopropylamine (2.71 ml, 1.1 eq) was added to dry THF (10 ml) and cooled to -78° C. N-butyllithium (11.01 ml of 1.6 Molar, 1.1 eq) was added dropwise. The mixture was stirred at -78° C. for 30 minutes and ethyl-2-phenylacetate (2.9 g, 1.0 eq) was dissolved in dry THF (20 ml) and the solution added dropwise to the reaction mixture. The mixture was stirred at -78° C. for 0.25 hour and then allowed to warm to -30° C. and stirred for an additional 0.25 hour. 1,3-Dimethyl-3,4,5,6-tetrahydro-2(1H)-p...